This data is from the Open Reaction Database (ORD), a public repository of structured organic reaction records. The task is: describe an organic reaction: reactants, conditions, products, and yield The reactants are O=C1NC(Cc2ccccc2)CO1, CCCCCC, [Cl-], [Li]CCCC, [Na+], C1CCOC1, O=C(Cl)CCc1ccccc1. Product: O=C(CCc1ccccc1)N1C(=O)OCC1Cc1ccccc1. RXN SMILES: [CH2:6]([c:7]1[cH:8][cH:9][cH:10][cH:11][cH:12]1)[CH:13]1[NH:14][C:15](=[O:18])[O:16][CH2:17]1.[CH3:32][CH2:33][CH2:34][CH2:35][CH2:36][CH3:37].[Cl-:31].[Li:1][CH2:2][CH2:3][CH2:4][CH3:5].[Na+:30].[O:38]1[CH2:39][CH2:40][CH2:41][CH2:42]1.[c:19]1([CH2:25][CH2:26][C:27](=[O:28])[Cl:29])[cH:20][cH:21][cH:22][cH:23][cH:24]1>>[CH2:6]([c:7]1[cH:8][cH:9][cH:10][cH:11][cH:12]1)[CH:13]1[N:14]([C:27]([CH2:26][CH2:25][c:19]2[cH:20][cH:21][cH:22][cH:23][cH:24]2)=[O:28])[C:15](=[O:18])[O:16][CH2:17]1. Reactants: NC(C(=O)O)CCCC1=CC=CC=C1 ((±)-2-amino-5-phenyl-pentanoic acid), FC1=CC=C(C=C1)S(=O)(=O)Cl (4-fluoro-benzenesulfonyl chloride), C([O-])([O-])=O.[Na+].[Na+] (sodium carbonate). Run in O (water). Run at time 4 day. Product: FC1=CC=C(C=C1)S(=O)(=O)NC(C(=O)O)CCCC1=CC=CC=C1 ((±)-2-(4-Fluoro-benzenesulfonylamino)-5-phenyl-pentanoic acid). RXN SMILES: [NH2:1][CH:2]([CH2:6][CH2:7][CH2:8][C:9]1[CH:14]=[CH:13][CH:12]=[CH:11][CH:10]=1)[C:3]([OH:5])=[O:4].[F:15][C:16]1[CH:21]=[CH:20][C:19]([S:22](Cl)(=[O:24])=[O:23])=[CH:18][CH:17]=1.C(=O)([O-])[O-].[Na+].[Na+]>O>[F:15][C:16]1[CH:21]=[CH:20][C:19]([S:22]([NH:1][CH:2]([CH2:6][CH2:7][CH2:8][C:9]2[CH:10]=[CH:11][CH:12]=[CH:13][CH:14]=2)[C:3]([OH:5])=[O:4])(=[O:24])=[O:23])=[CH:18][CH:17]=1 |f:2.3.4|. Procedure details: A mixture of (±)-2-amino-5-phenyl-pentanoic acid (0.188 g, 0.000973 mol), 4-fluoro-benzenesulfonyl chloride (0.189 g, 0.000971 mol), and sodium carbonate (0.208 g, 0.00196 mol) in water (4 mL) was stirred at room temperature for 4 days. The mixture was heated briefly on a steam bath to give a cloudy solution. The solution was gravity filtered hot, and the filtrate allowed to cool. The resulting solid that crystallized was filtered off, washed with water, and dried in vacuo; yield 0.131 g, (38%).... Reactants: CC1(C)Oc2ccc(C#N)cc2C2OC21, CCOC(=O)CN, CCO, Cl, [Na+], [OH-]. The product is CCOC(=O)C=NC1c2cc(C#N)ccc2OC(C)(C)C1O. Reaction SMILES: [C:1](#[N:2])[c:3]1[cH:4][c:5]2[c:6]([cH:14][cH:15]1)[O:7][C:8]([CH3:12])([CH3:13])[CH:9]1[CH:10]2[O:11]1.[CH2:17]([CH3:18])[O:19][C:20]([CH2:21][NH2:22])=[O:23].[CH3:26][CH2:27][OH:28].[ClH:16].[Na+:25].[OH-:24]>>[C:1](#[N:2])[c:3]1[cH:4][c:5]2[c:6]([cH:14][cH:15]1)[O:7][C:8]([CH3:12])([CH3:13])[CH:9]([OH:11])[CH:10]2[N:22]=[CH:21][C:20]([O:19][CH2:17][CH3:18])=[O:23]. Starting materials: CC(=O)O[BH-](OC(C)=O)OC(C)=O, CCN(CC)C(=O)N(C1CCCCC1)C1CC2CCC(C1)N2C(=O)C(N)Cc1ccc(Cl)cc1, ClCCl, [Na+], CC(C)(C)OC(=O)NCC=O. Product: CCN(CC)C(=O)N(C1CCCCC1)C1CC2CCC(C1)N2C(=O)C(Cc1ccc(Cl)cc1)NCCNC(=O)OC(C)(C)C. As a reaction SMILES: [C:46]([O:47][BH-:48]([O:49][C:50](=[O:51])[CH3:52])[O:53][C:54](=[O:55])[CH3:56])(=[O:57])[CH3:58].[Cl:1][c:2]1[cH:3][cH:4][c:5]([CH2:6][CH:7]([NH2:8])[C:9](=[O:10])[N:11]2[CH:12]3[CH2:13][CH:14]([N:19]([C:20](=[O:21])[N:22]([CH2:23][CH3:24])[CH2:25][CH3:26])[CH:27]4[CH2:28][CH2:29][CH2:30][CH2:31][CH2:32]4)[CH2:15][CH:16]2[CH2:17][CH2:18]3)[cH:33][cH:34]1.[Cl:60][CH2:61][Cl:62].[Na+:59].[O:35]=[CH:36][CH2:37][NH:38][C:39]([O:40][C:41]([CH3:42])([CH3:43])[CH3:44])=[O:45]>>[Cl:1][c:2]1[cH:3][cH:4][c:5]([CH2:6][CH:7]([NH:8][CH2:36][CH2:37][NH:38][C:39]([O:40][C:41]([CH3:42])([CH3:43])[CH3:44])=[O:45])[C:9](=[O:10])[N:11]2[CH:12]3[CH2:13][CH:14]([N:19]([C:20](=[O:21])[N:22]([CH2:23][CH3:24])[CH2:25][CH3:26])[CH:27]4[CH2:28][CH2:29][CH2:30][CH2:31][CH2:32]4)[CH2:15][CH:16]2[CH2:17][CH2:18]3)[cH:33][cH:34]1. Starting materials: NC1=C(C(=NC(=C1)CC)CC)C=O (4-amino-2,6-diethylpyridine-3-carbaldehyde), C(=O)(O)C=P(C1=CC=CC=C1)(C1=CC=CC=C1)C1=CC=CC=C1 ((carboxymethylene)triphenylphosphorane). The solvent is C1(=CC=CC=C1)C (toluene). Yields the product C(C)C1=C2C=CC(NC2=CC(=N1)CC)=O (5,7-diethyl-1,6-naphthyridin-2(1H)-one). The yield is 76.2%. RXN SMILES: [NH2:1][C:2]1[CH:7]=[C:6]([CH2:8][CH3:9])[N:5]=[C:4]([CH2:10][CH3:11])[C:3]=1[CH:12]=O.[C:14]([CH:17]=P(C1C=CC=CC=1)(C1C=CC=CC=1)C1C=CC=CC=1)(O)=[O:15]>C1(C)C=CC=CC=1>[CH2:10]([C:4]1[N:5]=[C:6]([CH2:8][CH3:9])[CH:7]=[C:2]2[C:3]=1[CH:12]=[CH:17][C:14](=[O:15])[NH:1]2)[CH3:11]. Procedure: A mixture of 4-amino-2,6-diethylpyridine-3-carbaldehyde (40 g) and (carboxymethylene)triphenylphosphorane (82.5 g) in toluene (1 l) was stirred and heated at reflux for 3 hours. The solution was cooled and the solvent was removed by evaporation. A solution of sodium (20 g) in methanol (800 ml) was added to the residue and the resulting solution was heated at reflux for 4 hours. Methanol was removed by evaporation and water (500 ml) was added. The mixture was acidified to pH 1-2 by addition of co... The reactants are CN(C)C=O, CC(C)NC(C)C, Cc1cc(Cl)nc2nc(N3CCOCC3)nn12. Product: Cc1cc(N(C(C)C)C(C)C)nc2nc(N3CCOCC3)nn12. Reaction SMILES: [CH3:25][N:26]([CH3:27])[CH:28]=[O:29].[CH:18]([CH3:19])([CH3:20])[NH:21][CH:22]([CH3:23])[CH3:24].[Cl:1][c:2]1[n:3][c:4]2[n:5]([c:6]([CH3:8])[cH:7]1)[n:9][c:10]([N:12]1[CH2:13][CH2:14][O:15][CH2:16][CH2:17]1)[n:11]2>>[c:2]1([N:21]([CH:18]([CH3:19])[CH3:20])[CH:22]([CH3:23])[CH3:24])[n:3][c:4]2[n:5]([c:6]([CH3:8])[cH:7]1)[n:9][c:10]([N:12]1[CH2:13][CH2:14][O:15][CH2:16][CH2:17]1)[n:11]2. Reactants: ClC=1C(=C(C=CC1)[C@H]1[C@@H](N[C@H]([C@]1(C#N)C1=C(C=C(C=C1)Cl)F)CC(C)(C)C)C(=O)NC1=C(C=C(C(=O)O)C=C1)OC)F (4-((2R,3S,4R,5S)-3-(3-chloro-2-fluorophenyl)-4-(4-chloro-2-fluorophenyl)-4-cyano-5-neopentylpyrrolidine-2-carboxamido)-3-methoxybenzoic acid), O[C@@H]1[C@H](OC([C@@H]([C@H]1O)O)O)C(=O)OCC1=CC=CC=C1 ((2S,3S,4S,5R)-benzyl 3,4,5,6-tetrahydroxytetrahydro-2H-pyran-2-carboxylate). Yields the product ClC=1C(=C(C=CC1)[C@H]1[C@@H](N[C@H]([C@]1(C#N)C1=C(C=C(C=C1)Cl)F)CC(C)(C)C)C(=O)NC1=C(C=C(C(=O)O[C@H]2[C@@H]([C@H]([C@@H]([C@H](O2)C(=O)OCC2=CC=CC=C2)O)O)O)C=C1)OC)F ((2S,3S,4S,5R,6S)-benzyl 6-(4-((2R,3S,4R,5S)-3-(3-chloro-2-fluorophenyl)-4-(4-chloro-2-fluorophenyl)-4-cyano-5-neopentylpyrrolidine-2-carboxamido)-3-methoxybenzoyloxy)-3,4,5-trihydroxytetrahydro-2H-pyran-2-carboxylate). Reaction SMILES: [Cl:1][C:2]1[C:3]([F:42])=[C:4]([C@@H:8]2[C@:12]([C:15]3[CH:20]=[CH:19][C:18]([Cl:21])=[CH:17][C:16]=3[F:22])([C:13]#[N:14])[C@H:11]([CH2:23][C:24]([CH3:27])([CH3:26])[CH3:25])[NH:10][C@H:9]2[C:28]([NH:30][C:31]2[CH:39]=[CH:38][C:34]([C:35]([OH:37])=[O:36])=[CH:33][C:32]=2[O:40][CH3:41])=[O:29])[CH:5]=[CH:6][CH:7]=1.[OH:43][C@H:44]1[C@H:49]([OH:50])[C@@H:48]([OH:51])[CH:47](O)[O:46][C@@H:45]1[C:53]([O:55][CH2:56][C:57]1[CH:62]=[CH:61][CH:60]=[CH:59][CH:58]=1)=[O:54]>>[Cl:1][C:2]1[C:3]([F:42])=[C:4]([C@@H:8]2[C@:12]([C:15]3[CH:20]=[CH:19][C:18]([Cl:21])=[CH:17][C:16]=3[F:22])([C:13]#[N:14])[C@H:11]([CH2:23][C:24]([CH3:26])([CH3:27])[CH3:25])[NH:10][C@H:9]2[C:28]([NH:30][C:31]2[CH:39]=[CH:38][C:34]([C:35]([O:37][C@@H:47]3[O:46][C@H:45]([C:53]([O:55][CH2:56][C:57]4[CH:62]=[CH:61][CH:60]=[CH:59][CH:58]=4)=[O:54])[C@@H:44]([OH:43])[C@H:49]([OH:50])[C@H:48]3[OH:51])=[O:36])=[CH:33][C:32]=2[O:40][CH3:41])=[O:29])[CH:5]=[CH:6][CH:7]=1. Reported procedure: In a manner similar to the method described in Example 14, 4-((2R,3S,4R,5S)-3-(3-chloro-2-fluorophenyl)-4-(4-chloro-2-fluorophenyl)-4-cyano-5-neopentylpyrrolidine-2-carboxamido)-3-methoxybenzoic acid (prepared as described in US20100152190A1) was reacted with (2S,3S,4S,5R)-benzyl 3,4,5,6-tetrahydroxytetrahydro-2H-pyran-2-carboxylate (prepared according to the procedure reported in Bowkett et al. Tetrahedron 2007, 63, 7596-7605) to give (2S,3S,4S,5R,6S)-benzyl 6-(4-((2R,3S,4R,5S)-3-(3-chloro-2-fl... Starting materials: Cc1ccc(-n2cc(CCO)nn2)cc1C(=O)c1ccc(Br)cc1Cl, Cc1cc(Nc2ccc(F)cc2F)ccc1C(=O)c1cc(-n2cc(CCO)nn2)ccc1C, Nc1cc(F)ccc1F. The product is Cc1ccc(-n2cc(CCO)nn2)cc1C(=O)c1ccc(Nc2cc(F)ccc2F)cc1Cl. RXN SMILES: [Br:34][c:35]1[cH:36][c:37]([Cl:58])[c:38]([C:41](=[O:42])[c:43]2[c:44]([CH3:57])[cH:45][cH:46][c:47](-[n:49]3[n:50][n:51][c:52]([CH2:54][CH2:55][OH:56])[cH:53]3)[cH:48]2)[cH:39][cH:40]1.[F:1][c:2]1[cH:3][c:4]([F:5])[cH:6][cH:7][c:8]1[NH:9][c:10]1[cH:11][cH:12][c:13]([C:14]([c:15]2[cH:16][c:17](-[n:18]3[cH:19][c:20]([CH2:21][CH2:22][OH:23])[n:24][n:25]3)[cH:26][cH:27][c:28]2[CH3:29])=[O:30])[c:31]([CH3:32])[cH:33]1.[F:59][c:60]1[c:61]([NH2:67])[cH:62][c:63]([F:66])[cH:64][cH:65]1>>[c:35]1([NH:67][c:61]2[c:60]([F:59])[cH:65][cH:64][c:63]([F:66])[cH:62]2)[cH:36][c:37]([Cl:58])[c:38]([C:41](=[O:42])[c:43]2[c:44]([CH3:57])[cH:45][cH:46][c:47](-[n:49]3[n:50][n:51][c:52]([CH2:54][CH2:55][OH:56])[cH:53]3)[cH:48]2)[cH:39][cH:40]1. Reactants: [BH4-], N#Cc1ccc(C2CCC(C=O)CC2)cc1, Cl, [Na+], O. The product is N#Cc1ccc(C2CCC(CO)CC2)cc1. RXN SMILES: [BH4-:17].[C:1](#[N:2])[c:3]1[cH:4][cH:5][c:6]([CH:9]2[CH2:10][CH2:11][CH:12]([CH:15]=[O:16])[CH2:13][CH2:14]2)[cH:7][cH:8]1.[ClH:19].[Na+:18].[OH2:20]>>[C:1](#[N:2])[c:3]1[cH:4][cH:5][c:6]([CH:9]2[CH2:10][CH2:11][CH:12]([CH2:15][OH:16])[CH2:13][CH2:14]2)[cH:7][cH:8]1. Starting materials: Cc1ccccc1, Cl, COC(=O)c1cc(N)c(Oc2ccccc2OC)c(OCCOC2CCCCO2)c1, O=S(=O)(Cl)c1ccc2c(c1)OCO2, c1ccncc1. Product: COC(=O)c1cc(NS(=O)(=O)c2ccc3c(c2)OCO3)c(Oc2ccccc2OC)c(OCCOC2CCCCO2)c1. RXN SMILES: [CH3:51][c:52]1[cH:53][cH:54][cH:55][cH:56][cH:57]1.[ClH:44].[NH2:1][c:2]1[cH:3][c:4]([C:5](=[O:6])[O:7][CH3:8])[cH:9][c:10]([O:21][CH2:22][CH2:23][O:24][CH:25]2[O:26][CH2:27][CH2:28][CH2:29][CH2:30]2)[c:11]1[O:12][c:13]1[c:14]([O:19][CH3:20])[cH:15][cH:16][cH:17][cH:18]1.[O:31]1[CH2:32][O:33][c:34]2[c:35]1[cH:36][cH:37][c:38]([S:40](=[O:41])(=[O:42])[Cl:43])[cH:39]2.[cH:45]1[cH:46][cH:47][n:48][cH:49][cH:50]1>>[NH:1]([c:2]1[cH:3][c:4]([C:5](=[O:6])[O:7][CH3:8])[cH:9][c:10]([O:21][CH2:22][CH2:23][O:24][CH:25]2[O:26][CH2:27][CH2:28][CH2:29][CH2:30]2)[c:11]1[O:12][c:13]1[c:14]([O:19][CH3:20])[cH:15][cH:16][cH:17][cH:18]1)[S:40]([c:38]1[cH:37][cH:36][c:35]2[c:34]([cH:39]1)[O:33][CH2:32][O:31]2)(=[O:41])=[O:42].